From a dataset of the Open Reaction Database (ORD), a public repository of structured organic reaction records. describe an organic reaction: reactants, conditions, products, and yield The reactants are CC(C(CO)O)(CCCC(CCCC(C)C)C)O (3,7,11-trimethyldodecane-1,2,3-triol). Run in O (water). Yields the product CC(C(CO)O)(CCCC(CCCC(C)C)C)O.O (3,7,11-trimethyldodecane-1,2,3-triol water). Reaction SMILES: [CH3:1][C:2]([OH:18])([CH2:7][CH2:8][CH2:9][CH:10]([CH3:17])[CH2:11][CH2:12][CH2:13][CH:14]([CH3:16])[CH3:15])[CH:3]([OH:6])[CH2:4][OH:5]>O>[CH3:1][C:2]([OH:18])([CH2:7][CH2:8][CH2:9][CH:10]([CH3:17])[CH2:11][CH2:12][CH2:13][CH:14]([CH3:15])[CH3:16])[CH:3]([OH:6])[CH2:4][OH:5].[OH2:5] |f:2.3|. Procedure details: 3,7,11-trimethyldodecane-1,2,3-triol (IV/OV=1.154) (formula (14) below) and pure water were homogeneously mixed in accordance with the same procedures as in Example 3 to obtain the sample of 3,7,11-trimethyldodecane-1,2,3-triol/water system. The reactants are N1=CC=C(C=C1)C1=CC=C(S1)C(=O)OC (methyl 5-(4-pyridyl)-2-thiophenecarboxylate), [OH-].[Na+] (sodium hydroxide). The solvent is C(C)O (ethanol). Reaction conditions: time 2 hour. Product: N1=CC=C(C=C1)C1=CC=C(S1)C(=O)O (5-(4-Pyridyl)-2-thiophenecarboxylic acid). Isolated yield 94.6%. Reaction SMILES: [N:1]1[CH:6]=[CH:5][C:4]([C:7]2[S:11][C:10]([C:12]([O:14]C)=[O:13])=[CH:9][CH:8]=2)=[CH:3][CH:2]=1.[OH-].[Na+]>C(O)C>[N:1]1[CH:2]=[CH:3][C:4]([C:7]2[S:11][C:10]([C:12]([OH:14])=[O:13])=[CH:9][CH:8]=2)=[CH:5][CH:6]=1 |f:1.2|. Procedure: To a solution of the obtained methyl 5-(4-pyridyl)-2-thiophenecarboxylate (410 mg) in ethanol (20 ml) was added 1 N sodium hydroxide solution (4 ml) and the mixture was stirred at room temperature for 2 hours. The reaction solution was concentrated, and the residue was dissolved in water, to which was added 1 N hydrochloric acid (4 ml). The precipitate was filtered, washed with water and dried to give the title compound (363 mg). The product is C(C)(=O)N1CCC(CC1)C1CNC2=CC=C(C=C12)[N+](=O)[O-] (3-(1-acetyl-4-piperidyl)-5-nitroindoline). Procedure details: To a solution of 3-(1-acetyl-4-piperidyl)-1acetylindoline (0.3 g) in conc. sulfuric acid (5 ml) was added potassium nitrate (0.12 g) in small portions at a temperature not exceeding 10° C. with stirring. The mixture was stirred at the same temperature for 1 hour and at ambient temperature for 7 hours. The reaction mixture was poured into ice and allowed to stand at ambient temperature for 3 days. The aqueous solution was neutralized with 2N aqueous sodium hydroxide solution and extracted with et... Solvent: S(O)(O)(=O)=O (sulfuric acid). Starting materials: C(C)(=O)N1CCC(CC1)C1CN(C2=CC=CC=C12)C(C)=O (3-(1-acetyl-4-piperidyl)-1acetylindoline), [N+](=O)([O-])[O-].[K+] (potassium nitrate), [OH-].[Na+] (sodium hydroxide). Reaction SMILES: [C:1]([N:4]1[CH2:9][CH2:8][CH:7]([CH:10]2[C:18]3[C:13](=[CH:14][CH:15]=[CH:16][CH:17]=3)[N:12](C(=O)C)[CH2:11]2)[CH2:6][CH2:5]1)(=[O:3])[CH3:2].[N+:22]([O-])([O-:24])=[O:23].[K+].[OH-].[Na+]>S(=O)(=O)(O)O>[C:1]([N:4]1[CH2:9][CH2:8][CH:7]([CH:10]2[C:18]3[C:13](=[CH:14][CH:15]=[C:16]([N+:22]([O-:24])=[O:23])[CH:17]=3)[NH:12][CH2:11]2)[CH2:6][CH2:5]1)(=[O:3])[CH3:2] |f:1.2,3.4|. Run at time 3 day. Isolated yield 39.6%. Starting materials: C(C=C)OC1(CCN(CC1)C1=C(C(=CC=2N1C=C(N2)C=2C=C(C=CC2)C2=C(C=CC(=C2)C)O[C@@H](C)CC=C)C)[C@@H](C(=O)OC)OC(C)(C)C)C ((S)-methyl 2-(5-(4-(allyloxy)-4-methylpiperidin-1-yl)-7-methyl-2-(5′-methyl-2′-((S)-pent-4-en-2-yloxy)-[1,1′-biphenyl]-3-yl)imidazo[1,2-a]pyridin-6-yl)-2-(tert-butoxy)acetate), C(C)(C)(C)O[C@H](C(=O)O)C1=C2N3CCC(OCC=CC[C@@H](OC=4C=C(C=CC4C4=CC=CC(C5=CN2C(C=C1C)=N5)=C4)F)C)(CC3)C ((2S)-2-(tert-butoxy)-2-[(22S)-18-fluoro-4,22,28-trimethyl-21,27-dioxa-1,7,34-triazahexacyclo[26.2.2.16,9.110,14.02,7.015,20]tetratriaconta-2,4,6(34),8,10(33),11,13,15(20),16,18,24-undecaen-3-yl]acetic acid). Yields the product C(C)(C)(C)O[C@H](C(=O)OC)C1=C2N3CCC(OCC=CC[C@@H](OC=4C=CC(=CC4C4=CC=CC(C5=CN2C(C=C1C)=N5)=C4)C)C)(CC3)C (Methyl(2S)-2-(tert-butoxy)-2-[(22S)-4,17,22,28-tetramethyl-21,27-dioxa-1,7,34-triazahexacyclo[26.2.2.16,9.110,14.02,7.015,20]tetratriaconta-2,4,6(34),8,10(33),11,13,15(20),16,18,24-undecaen-3-yl]acetate). Yield: 83.0%. Reaction SMILES: [CH2:1]([O:4][C:5]1([CH3:50])[CH2:10][CH2:9][N:8]([C:11]2[N:16]3[CH:17]=[C:18]([C:20]4[CH:21]=[C:22]([C:26]5[CH:31]=[C:30]([CH3:32])[CH:29]=[CH:28][C:27]=5[O:33][C@H:34]([CH2:36]C=C)[CH3:35])[CH:23]=[CH:24][CH:25]=4)[N:19]=[C:15]3[CH:14]=[C:13]([CH3:39])[C:12]=2[C@H:40]([O:45][C:46]([CH3:49])([CH3:48])[CH3:47])[C:41]([O:43][CH3:44])=[O:42])[CH2:7][CH2:6]1)[CH:2]=[CH2:3].C(O[C@@H](C1C(C)=CC2=NC3=CN2C=1N1CCC(C)(OCC=CC[C@H](C)OC2C=C(F)C=CC=2C2C=C3C=CC=2)CC1)C(O)=O)(C)(C)C>>[C:46]([O:45][C@@H:40]([C:12]1[C:13]([CH3:39])=[CH:14][C:15]2=[N:19][C:18]3=[CH:17][N:16]2[C:11]=1[N:8]1[CH2:9][CH2:10][C:5]([CH3:50])([O:4][CH2:1][CH:2]=[CH:3][CH2:35][C@H:34]([CH3:36])[O:33][C:27]2[CH:28]=[CH:29][C:30]([CH3:32])=[CH:31][C:26]=2[C:22]2[CH:21]=[C:20]3[CH:25]=[CH:24][CH:23]=2)[CH2:6][CH2:7]1)[C:41]([O:43][CH3:44])=[O:42])([CH3:48])([CH3:47])[CH3:49]. Reported procedure: Prepared from (S)-methyl 2-(5-(4-(allyloxy)-4-methylpiperidin-1-yl)-7-methyl-2-(5′-methyl-2′-((S)-pent-4-en-2-yloxy)-[1,1′-biphenyl]-3-yl)imidazo[1,2-a]pyridin-6-yl)-2-(tert-butoxy)acetate in 83% yield following the same procedure as (2S)-2-(tert-butoxy)-2-[(22S)-18-fluoro-4,22,28-trimethyl-21,27-dioxa-1,7,34-triazahexacyclo[26.2.2.16,9.110,14.02,7.015,20]tetratriaconta-2,4,6(34),8,10(33),11,13,15(20),16,18,24-undecaen-3-yl]acetic acid. 1H NMR (400 MHz, CDCl3) δ 8.23-8.16 (m, 1H), 8.07 (s, 1H), ... As a reaction SMILES: [NH:1]1[C:9]2[C:4](=[CH:5][CH:6]=[CH:7][CH:8]=2)[CH:3]=[CH:2]1.C([C:12](=O)[C:13]([O-])=[O:14])C.[CH3:17][O:18][C:19]1[CH:20]=[C:21]([CH2:29][C:30]([NH2:32])=[O:31])[CH:22]=[C:23]([O:27][CH3:28])[C:24]=1[O:25][CH3:26]>>[NH:1]1[C:9]2[C:4](=[CH:5][CH:6]=[CH:7][CH:8]=2)[CH:3]=[C:2]1[C:12]1[C:13](=[O:14])[NH:32][C:30](=[O:31])[C:29]=1[C:21]1[CH:22]=[C:23]([O:27][CH3:28])[C:24]([O:25][CH3:26])=[C:19]([O:18][CH3:17])[CH:20]=1 |f:0.1|. The product is N1C(=CC2=CC=CC=C12)C=1C(NC(C1C1=CC(=C(C(=C1)OC)OC)OC)=O)=O (3-(Indole-2-yl)-4-(3,4,5-trimethoxyphenyl)-1H-pyrrole-2,5-dione). Yield: 98.7%. The reactants are N1C=CC2=CC=CC=C12.C(C)C(C(=O)[O-])=O (indole 2-ethylglyoxylate), COC=1C=C(C=C(C1OC)OC)CC(=O)N (3,4,5-trimethoxyphenylacetamide). Reported procedure: The general procedure was followed using indole-2-ethylglyoxylate (1.0 g, 4.61 mmol); 3,4,5-trimethoxyphenylacetamide (0.8 g, 3.0 mmol) and 1.0 M KOBut (10 ml, 10.0 mmol). Purification was achieved by column chromatography (ethyl acetate/hexanes 1/1) to yield the title compound (1.12 g, 65%) as red crystals. mp=252° C. 1H NMR (DMSO-d6), 300 MHz, δ [ppm]=3.68 (s, 6H, OCH3); 3.75 (s, 3H, OCH3); 6.87 (s, 2H); 6.98 (m, 2H); 7.14 (t, 1H); 7.53 (m, 2H); 11.04 (s, 1H, NH); 11.28 (s, 1H, NH). EI-MS (m/z... Reactants: C1(=CC=CC=C1)C=1N=C(OC1C1=CC=CC=C1)CNC1CCC2=C(C=CC=C12)OC (1-(4,5-diphenyloxazol-2-yl)methylamino-2,3-dihydro-4-methoxy-1H-indene), C(C)(=O)OC(C)=O (acetic anhydride). Run in C(=O)O (formic acid). Conditions: time 5 hour. Yields the product C(=O)N(CC=1OC(=C(N1)C1=CC=CC=C1)C1=CC=CC=C1)C1CCC2=C(C=CC=C12)OC (l-[N-formyl-N-[(4,5-diphenyloxazol-2-yl)methyl]amino]-2,3-dihydro-4-methoxy-1H-indene). RXN SMILES: [C:1]1([C:7]2[N:8]=[C:9]([CH2:18][NH:19][CH:20]3[C:28]4[C:23](=[C:24]([O:29][CH3:30])[CH:25]=[CH:26][CH:27]=4)[CH2:22][CH2:21]3)[O:10][C:11]=2[C:12]2[CH:17]=[CH:16][CH:15]=[CH:14][CH:13]=2)[CH:6]=[CH:5][CH:4]=[CH:3][CH:2]=1.[C:31](OC(=O)C)(=[O:33])C>C(O)=O>[CH:31]([N:19]([CH:20]1[C:28]2[C:23](=[C:24]([O:29][CH3:30])[CH:25]=[CH:26][CH:27]=2)[CH2:22][CH2:21]1)[CH2:18][C:9]1[O:10][C:11]([C:12]2[CH:17]=[CH:16][CH:15]=[CH:14][CH:13]=2)=[C:7]([C:1]2[CH:6]=[CH:5][CH:4]=[CH:3][CH:2]=2)[N:8]=1)=[O:33]. Procedure: To a solution of 1-(4,5-diphenyloxazol-2-yl)methylamino-2,3-dihydro-4-methoxy-1H-indene (0.13 g) in formic acid (5 ml) was added acetic anhydride (1 ml) at 0° C. After being stirred for 5 hours at room temperature, the solvent was evaporated in vacuo. The residue was partitioned between ethyl acetate and 1N hydrochloric acid. The organic layer was washed with water, sat. NaHCO3, and brine. The dried solvent was evaporated in vacuo and the residue was purified by chromatography on silica gel to g... Reactants: C(C)N(CC(CCCCOC1=CC=C(C(=O)N2CCC(CC2)N2C(=O)CCC3=CC=CC=C23)C=C1)O)CC (1-{1-[4-(6-Diethylamino-5-hydroxyhexyloxy)benzoyl]-4-piperidinyl}-3,4-dihydrocarbostyril), CN=C=O (methyl isocyanate). Solvent: C(C)#N (acetonitril). Run at time 8 hour. Yields the product C(C)N(CC(CCCCOC1=CC=C(C(=O)N2CCC(CC2)N2C(=O)CCC3=CC=CC=C23)C=C1)OC(=O)NC)CC (1-{1-[4-(6-diethylamino-5-methylaminocarbonyloxyhexyloxy)benzoyl]-4-piperidinyl}-3,4-dihydrocarbostyril). Reaction SMILES: [CH2:1]([N:3]([CH2:37][CH3:38])[CH2:4][CH:5]([OH:36])[CH2:6][CH2:7][CH2:8][CH2:9][O:10][C:11]1[CH:35]=[CH:34][C:14]([C:15]([N:17]2[CH2:22][CH2:21][CH:20]([N:23]3[C:33]4[C:28](=[CH:29][CH:30]=[CH:31][CH:32]=4)[CH2:27][CH2:26][C:24]3=[O:25])[CH2:19][CH2:18]2)=[O:16])=[CH:13][CH:12]=1)[CH3:2].[CH3:39][N:40]=[C:41]=[O:42]>C(#N)C>[CH2:37]([N:3]([CH2:1][CH3:2])[CH2:4][CH:5]([O:36][C:41]([NH:40][CH3:39])=[O:42])[CH2:6][CH2:7][CH2:8][CH2:9][O:10][C:11]1[CH:12]=[CH:13][C:14]([C:15]([N:17]2[CH2:18][CH2:19][CH:20]([N:23]3[C:33]4[C:28](=[CH:29][CH:30]=[CH:31][CH:32]=4)[CH2:27][CH2:26][C:24]3=[O:25])[CH2:21][CH2:22]2)=[O:16])=[CH:34][CH:35]=1)[CH3:38]. Procedure: 1-{1-[4-(6-Diethylamino-5-hydroxyhexyloxy)benzoyl]-4-piperidinyl}-3,4-dihydrocarbostyril (0.7 g) and methyl isocyanate (0.24 ml) are dissolved in acetonitril (20 ml), and thereto is added trifluroboran ethyl ether complex (0.35 ml) under ice-cooling, and the mixture is stirred at room temperature overnight. The reaction mixture is concentrated and purified by silica gel column chromatography (eluent; dichloromethane: methanol=20:1) to give 1-{1-[4-(6-diethylamino-5-methylaminocarbonyloxyhexyloxy...